Dataset: the Open Reaction Database (ORD), a public repository of structured organic reaction records. Task: describe an organic reaction: reactants, conditions, products, and yield The reactants are Example 125 ( h ), C1=C(C=CC2=CC=CC=C12)COC1CN(CCC1C=1C=NC(=CC1)CCN1C(SC2=C1C=CC=C2)=S)C(=O)OC(C)(C)C (tert-butyl (3'RS,4'RS)-3'-(naphthalen-2-ylmethoxy)-6-[2-(2-thioxo-benzothiazol-3-yl)-ethyl]-3',4',5',6'-tetrahydro-2'H-[3,4']bipyridine-1'-carboxylate). Reagents/catalysts: [Br-].[Zn+2].[Br-] (zinc bromide). The product is C1=C(C=CC2=CC=CC=C12)COC1CNCCC1C=1C=NC(=CC1)CCN1C(SC2=C1C=CC=C2)=S (3-[2-[(3'RS,4'RS)-3'-(naphthalen-2-ylmethoxy)-1',2',3',4',5',6'-hexahydro-[3,4']bipyridin-6-yl]-ethyl]-3H-benzothiazole-2-thione). As a reaction SMILES: [CH:1]1[C:10]2[C:5](=[CH:6][CH:7]=[CH:8][CH:9]=2)[CH:4]=[CH:3][C:2]=1[CH2:11][O:12][CH:13]1[CH:18]([C:19]2[CH:20]=[N:21][C:22]([CH2:25][CH2:26][N:27]3[C:31]4[CH:32]=[CH:33][CH:34]=[CH:35][C:30]=4[S:29][C:28]3=[S:36])=[CH:23][CH:24]=2)[CH2:17][CH2:16][N:15](C(OC(C)(C)C)=O)[CH2:14]1>[Br-].[Zn+2].[Br-]>[CH:1]1[C:10]2[C:5](=[CH:6][CH:7]=[CH:8][CH:9]=2)[CH:4]=[CH:3][C:2]=1[CH2:11][O:12][CH:13]1[CH:18]([C:19]2[CH:20]=[N:21][C:22]([CH2:25][CH2:26][N:27]3[C:31]4[CH:32]=[CH:33][CH:34]=[CH:35][C:30]=4[S:29][C:28]3=[S:36])=[CH:23][CH:24]=2)[CH2:17][CH2:16][NH:15][CH2:14]1 |f:1.2.3|. Procedure: In an analogous manner to that described in Example 125 (h), from tert-butyl (3'RS,4'RS)-3'-(naphthalen-2-ylmethoxy)-6-[2-(2-thioxo-benzothiazol-3-yl)-ethyl]-3',4',5',6'-tetrahydro-2'H-[3,4']bipyridine-1'-carboxylate by cleavage of the BOC group by means of anhydrous zinc bromide there was obtained 3-[2-[(3'RS,4'RS)-3'-(naphthalen-2-ylmethoxy)-1',2',3',4',5',6'-hexahydro-[3,4']bipyridin-6-yl]-ethyl]-3H-benzothiazole-2-thione in the form of an amorphous, colourless solid; MS: 512 (M+H)+. The reactants are OCCBr, CO, [Na+], [OH-], Oc1ccc(S)cc1. Product: OCCSc1ccc(O)cc1. As a reaction SMILES: [Br:11][CH2:12][CH2:13][OH:14].[CH3:15][OH:16].[Na+:10].[OH-:9].[SH:1][c:2]1[cH:3][cH:4][c:5]([OH:8])[cH:6][cH:7]1>>[S:1]([c:2]1[cH:3][cH:4][c:5]([OH:8])[cH:6][cH:7]1)[CH2:12][CH2:13][OH:14]. The reactants are C(C)(=O)O[C@H]1C[C@@H](CC2=CC[C@H]3[C@@H]4CC[C@H]([C@@H](CCCO)C)[C@]4(CC[C@@H]3[C@@]12C)C)OC(C)=O (1α,3β-diacetoxychol-5-en-24-ol), [Cr](=O)(=O)([O-])Cl.[NH+]1=CC=CC=C1 (pyridinium chlorochromate), CCOCC (ether). Solvent: C(Cl)Cl (methylene chloride). Reaction conditions: time 2 hour. Yields the product C(C)(=O)O[C@H]1C[C@@H](CC2=CC[C@H]3[C@@H]4CC[C@H]([C@@H](CCC=O)C)[C@]4(CC[C@@H]3[C@@]12C)C)OC(C)=O (1α,3β-diacetoxychol-5-en-24-al). Isolated yield 84.5%. RXN SMILES: [C:1]([O:4][C@@H:5]1[C@@:27]2([CH3:28])[C:9](=[CH:10][CH2:11][C@@H:12]3[C@@H:26]2[CH2:25][CH2:24][C@@:23]2([CH3:29])[C@H:13]3[CH2:14][CH2:15][C@@H:16]2[C@H:17]([CH3:22])[CH2:18][CH2:19][CH2:20][OH:21])[CH2:8][C@@H:7]([O:30][C:31](=[O:33])[CH3:32])[CH2:6]1)(=[O:3])[CH3:2].[Cr](Cl)([O-])(=O)=O.[NH+]1C=CC=CC=1.CCOCC>C(Cl)Cl>[C:1]([O:4][C@@H:5]1[C@@:27]2([CH3:28])[C:9](=[CH:10][CH2:11][C@@H:12]3[C@@H:26]2[CH2:25][CH2:24][C@@:23]2([CH3:29])[C@H:13]3[CH2:14][CH2:15][C@@H:16]2[C@H:17]([CH3:22])[CH2:18][CH2:19][CH:20]=[O:21])[CH2:8][C@@H:7]([O:30][C:31](=[O:33])[CH3:32])[CH2:6]1)(=[O:3])[CH3:2] |f:1.2|. Procedure: To a solution of 650 mg (1.42 mmols) of 1α,3β-diacetoxychol-5-en-24-ol in 35 ml of methylene chloride was added 750 mg (3.48 mmols) of pyridinium chlorochromate, and the resulting mixture was stirred at room temperature for 2 hours. Subsequently, 100 ml of ether was added to the mixture and the solution was eluted through a column filled with 15 g of Florisil to give 550 mg of 1α,3β-diacetoxychol-5-en-24-al (Compound B). Starting materials: three, [OH-].[Na+] (Sodium hydroxide), OO (Hydrogen peroxide), C(C1=CC=CC=C1)N1N=CC(=C1)B1OC(C(O1)(C)C)(C)C (1-benzyl-4-(4,4,5,5-tetramethyl-1,3,2-dioxaborolan-2-yl)-1H-pyrazole), C(C1=CC=CC=C1)N1N=CC(=C1)B1OC(C(O1)(C)C)(C)C (1-benzyl-4-(4,4,5,5-tetramethyl-1,3,2-dioxaborolan-2-yl)-1H-pyrazole). Run in O1CCCC1 (tetrahydrofuran). Run at temperature 0 celsius, time 2 hour. Yields the product C(C1=CC=CC=C1)N1N=CC(=C1)O (1-Benzyl-1H-pyrazol-4-ol). The yield is 77.2%. As a reaction SMILES: [CH2:1]([N:8]1[CH:12]=[C:11](B2OC(C)(C)C(C)(C)O2)[CH:10]=[N:9]1)[C:2]1[CH:7]=[CH:6][CH:5]=[CH:4][CH:3]=1.[OH-:22].[Na+].OO>O1CCCC1>[CH2:1]([N:8]1[CH:12]=[C:11]([OH:22])[CH:10]=[N:9]1)[C:2]1[CH:7]=[CH:6][CH:5]=[CH:4][CH:3]=1 |f:1.2|. Procedure details: Into a 100-mL three neck round-bottom flask, was placed a solution of 1-benzyl-4-(4,4,5,5-tetramethyl-1,3,2-dioxaborolan-2-yl)-1H-pyrazole (compound 244.1, 3.47 g, 12.2 mmol) in tetrahydrofuran (35 mL). Sodium hydroxide (980 mg, 24.5 mmol) was added and then the mixture was cooled to 0° C. Hydrogen peroxide (2.51 mL, 24.4 mmol) was carefully added drop-wise and the resulting mixture was stirred for 2 h at room temperature. The reaction was carefully quenched with aqueous Na2S2O3(sat.) (20 mL). T... Starting materials: COC(=O)c1ccc(CBr)c(OC)c1, O=C(c1ccccc1)c1cnc2c(C(F)(F)F)cccc2c1-c1cccc(O)c1. Yields the product COC(=O)c1ccc(COc2cccc(-c3c(C(=O)c4ccccc4)cnc4c(C(F)(F)F)cccc34)c2)c(OC)c1. Reaction SMILES: [CH3:30][O:31][C:32]([c:33]1[cH:34][c:35]([O:41][CH3:42])[c:36]([CH2:39][Br:40])[cH:37][cH:38]1)=[O:43].[OH:1][c:2]1[cH:3][c:4](-[c:8]2[c:9]([C:22](=[O:23])[c:24]3[cH:25][cH:26][cH:27][cH:28][cH:29]3)[cH:10][n:11][c:12]3[c:13]([C:18]([F:19])([F:20])[F:21])[cH:14][cH:15][cH:16][c:17]23)[cH:5][cH:6][cH:7]1>>[O:1]([c:2]1[cH:3][c:4](-[c:8]2[c:9]([C:22](=[O:23])[c:24]3[cH:25][cH:26][cH:27][cH:28][cH:29]3)[cH:10][n:11][c:12]3[c:13]([C:18]([F:19])([F:20])[F:21])[cH:14][cH:15][cH:16][c:17]23)[cH:5][cH:6][cH:7]1)[CH2:39][c:36]1[c:35]([O:41][CH3:42])[cH:34][c:33]([C:32]([O:31][CH3:30])=[O:43])[cH:38][cH:37]1. The reactants are ClC(Cl)Cl, O=C(O)c1ccc(CCC(Cl)CCl)cn1, N, O=S(Cl)Cl, c1ccccc1. The product is NC(=O)c1ccc(CCC(Cl)CCl)cn1. RXN SMILES: [CH:20]([Cl:21])([Cl:22])[Cl:23].[Cl:1][CH:2]([CH2:3][CH2:4][c:5]1[cH:6][cH:7][c:8]([C:11](=[O:12])[OH:13])[n:9][cH:10]1)[CH2:14][Cl:15].[NH3:24].[S:16]([Cl:17])([Cl:18])=[O:19].[cH:25]1[cH:26][cH:27][cH:28][cH:29][cH:30]1>>[Cl:1][CH:2]([CH2:3][CH2:4][c:5]1[cH:6][cH:7][c:8]([C:11](=[O:12])[NH2:24])[n:9][cH:10]1)[CH2:14][Cl:15].